Dataset: the Open Reaction Database (ORD), a public repository of structured organic reaction records. Task: describe an organic reaction: reactants, conditions, products, and yield Starting materials: ClC=1C=C(C(=NC1)OC)NC1=CC=C(C=N1)N1[C@H](CN(CC1)C(=O)OC(C)(C)C)C ((S)-tert-Butyl 4-(6-(5-Chloro-2-methoxypyridin-3-ylamino)pyridin-3-yl)-3-methylpiperazine-1-carboxylate), C(C)(=O)OCC=1C(=NC=CC1B1OC(C(O1)(C)C)(C)C)N1C(C2=CC=3CC(CC3N2CC1)(C)C)=O ((2-{4,4-dimethyl-9-oxo-1,10-diazatricyclo[6.4.0.02,6]dodeca-2(6),7-dien-10-yl}-4-(tetramethyl-1,3,2-dioxaborolan-2-yl)pyridin-3-yl)methyl acetate), C1CCC(CC1)P(C2CCCCC2)C3CCCCC3 (P(cy)3), C(=O)([O-])[O-].[Cs+].[Cs+] (Cs2CO3), O.[OH-].[Li+] (Lithium hydroxide monohydrate). Reagents/catalysts: C=1C=CC(=CC1)/C=C/C(=O)/C=C/C2=CC=CC=C2.C=1C=CC(=CC1)/C=C/C(=O)/C=C/C2=CC=CC=C2.C=1C=CC(=CC1)/C=C/C(=O)/C=C/C2=CC=CC=C2.[Pd].[Pd] (Pd2(dba)3). Solvent: O (water), O1CCOCC1 (dioxane), O (water). Reaction conditions: temperature 110 celsius, time 4 hour. Yields the product CC1(CC=2N3CCN(C(C3=CC2C1)=O)C1=NC=CC(=C1CO)C=1C=C(C(=NC1)OC)NC1=CC=C(C=N1)N1[C@H](CN(CC1)C(=O)OC(C)(C)C)C)C (tert-Butyl (35)-4-(6-{[5-(2-{4,4-Dimethyl-9-oxo-1,10-diazatricyclo[6.4.0.02,6]dodeca-2(6),7-dien-10-yl}-3-(hydroxymethyl)pyridin-4-yl)-2-methoxypyridin-3-yl]amino}pyridin-3-yl)-3-methylpiperazine-1-carboxylate). Isolated yield 27.3%. RXN SMILES: Cl[C:2]1[CH:3]=[C:4]([NH:10][C:11]2[N:16]=[CH:15][C:14]([N:17]3[CH2:22][CH2:21][N:20]([C:23]([O:25][C:26]([CH3:29])([CH3:28])[CH3:27])=[O:24])[CH2:19][C@@H:18]3[CH3:30])=[CH:13][CH:12]=2)[C:5]([O:8][CH3:9])=[N:6][CH:7]=1.C([O:34][CH2:35][C:36]1[C:37]([N:51]2[CH2:62][CH2:61][N:60]3[C:53](=[CH:54][C:55]4[CH2:56][C:57]([CH3:64])([CH3:63])[CH2:58][C:59]=43)[C:52]2=[O:65])=[N:38][CH:39]=[CH:40][C:41]=1B1OC(C)(C)C(C)(C)O1)(=O)C.C1CCC(P(C2CCCCC2)C2CCCCC2)CC1.C([O-])([O-])=O.[Cs+].[Cs+].O.[OH-].[Li+]>C1C=CC(/C=C/C(/C=C/C2C=CC=CC=2)=O)=CC=1.C1C=CC(/C=C/C(/C=C/C2C=CC=CC=2)=O)=CC=1.C1C=CC(/C=C/C(/C=C/C2C=CC=CC=2)=O)=CC=1.[Pd].[Pd].O.O1CCOCC1>[CH3:63][C:57]1([CH3:64])[CH2:56][C:55]2[CH:54]=[C:53]3[N:60]([CH2:61][CH2:62][N:51]([C:37]4[C:36]([CH2:35][OH:34])=[C:41]([C:2]5[CH:3]=[C:4]([NH:10][C:11]6[N:16]=[CH:15][C:14]([N:17]7[CH2:22][CH2:21][N:20]([C:23]([O:25][C:26]([CH3:27])([CH3:29])[CH3:28])=[O:24])[CH2:19][C@@H:18]7[CH3:30])=[CH:13][CH:12]=6)[C:5]([O:8][CH3:9])=[N:6][CH:7]=5)[CH:40]=[CH:39][N:38]=4)[C:52]3=[O:65])[C:59]=2[CH2:58]1 |f:3.4.5,6.7.8,9.10.11.12.13|. Procedure: A 100-mL single-neck round-bottomed flask equipped with a magnetic stirrer and a reflux condenser was charged with 271a (650 mg, 1.50 mmol), {3-[(acetyloxy)methyl]-2-{4,4-dimethyl-9-oxo-1,10-diazatricyclo[6.4.0.02,6]dodeca-2(6),7-dien-10-yl}pyridin-4-yl}boronic acid 199e (1.79 g, 4.5 mmol), Pd2(dba)3 (137.2 mg, 0.15 mmol), P(cy)3 (167.4 mg, 0.60 mmol), Cs2CO3 (978 mg, 3.0 mmol), dioxane (20 mL), and water (0.5 mL). After three cycles of vacuum/argon flush, the mixture was heated at 110° C. for 1... Procedure: Methyl iodide (3 mL, 47.3 mmol) was added to a solution of 4-bromo-2-hydroxyacetophenone (9.25 g, 43 mmol) and potassium carbonate (6.54 g, 47.3 mmol) in acetone (20 mL) and the mixture was stirred at room temperature for 18 hours. The reaction mixture was concentrated in vacuo to low volume and diluted with water. The aqueous mixture was extracted with dichloromethane (3×50 mL) and the combined organic solution was washed with water, dried over sodium sulfate and concentrated in vacuo. The resi... As a reaction SMILES: CI.[CH3:3][C:4]([C:6]1[CH:11]=[CH:10][C:9]([Br:12])=[CH:8][C:7]=1[OH:13])=O.[C:14](=O)([O-])[O-].[K+].[K+].NN.[OH-].[K+]>CC(C)=O>[Br:12][C:9]1[CH:10]=[CH:11][C:6]([CH2:4][CH3:3])=[C:7]([O:13][CH3:14])[CH:8]=1 |f:2.3.4,6.7|. The yield is 1.4%. Yields the product BrC1=CC(=C(C=C1)CC)OC (4-Bromo-1-ethyl-2-methoxybenzene). Reaction conditions: time 18 hour. The reactants are CI (Methyl iodide), CC(=O)C1=C(C=C(C=C1)Br)O (4-bromo-2-hydroxyacetophenone), C([O-])([O-])=O.[K+].[K+] (potassium carbonate), NN (hydrazine), [OH-].[K+] (potassium hydroxide). The solvent is CC(=O)C (acetone).